Dataset: the Open Reaction Database (ORD), a public repository of structured organic reaction records. Task: describe an organic reaction: reactants, conditions, products, and yield The reactants are ClC1=NC=CC(=N1)C=1C(=NN2C1C=CC=C2)C=2C=C(C=CC2)NC(C(F)(F)F)=O (N-{3-[3-(2-Chloro-4-pyrimidinyl)pyrazolo[1,5-a]pyridin-2-yl]phenyl}-2,2,2-trifluoroacetamide), CN(C)CC=1C=C(N)C=CC1 (3-(dimethylaminomethyl)aniline). As a reaction SMILES: Cl[C:2]1[N:7]=[C:6]([C:8]2[C:9]([C:17]3[CH:18]=[C:19]([NH:23][C:24](=[O:29])[C:25](F)(F)F)[CH:20]=[CH:21][CH:22]=3)=[N:10][N:11]3[CH:16]=[CH:15][CH:14]=[CH:13][C:12]=23)[CH:5]=[CH:4][N:3]=1.CN(C[C:34]1[CH:35]=[C:36]([CH:38]=[CH:39][CH:40]=1)[NH2:37])C>>[C:17]1([CH2:25][C:24]([NH:23][C:19]2[CH:20]=[CH:21][CH:22]=[C:17]([C:9]3[C:8]([C:6]4[CH:5]=[CH:4][N:3]=[C:2]([NH:37][C:36]5[CH:35]=[CH:34][CH:40]=[CH:39][CH:38]=5)[N:7]=4)=[C:12]4[CH:13]=[CH:14][CH:15]=[CH:16][N:11]4[N:10]=3)[CH:18]=2)=[O:29])[CH:18]=[CH:19][CH:20]=[CH:21][CH:22]=1. Procedure: The title compound was prepared from N-{3-[3-(2-chloro-4-pyrimidinyl)pyrazolo[1,5-a]pyridin-2-yl]phenyl}-2,2,2-trifluoroacetamide (see Example 1, Step C) and 3-(dimethylaminomethyl)aniline using displacement conditions described in Example 1, Step D to generate the product in 78% yield. ES-LC/MS m/z=532 [M+H]+. Isolated yield 78.0%. Yields the product C1(=CC=CC=C1)CC(=O)NC1=CC(=CC=C1)C1=NN2C(C=CC=C2)=C1C1=NC(=NC=C1)NC1=CC=CC=C1 (2-Phenyl-N-(3-{3-[2-(phenylamino)-4-pyrimidinyl]pyrazolo[1,5-a]pyridin-2-yl}phenyl)acetamide). Reactants: 0.201, C(C)OC(C(C)(OC1=C(C=C(C=C1)OCC1(CC1)CC#C[Si](C)(C)C)C)C)=O (2-methyl-2-{2-methyl-4-[1-(3-trimethylsilanyl-prop-2-ynyl)-cyclopropylmethoxy]-phenoxy}-propionic acid ethyl ester), [N+](CCCC)(CCCC)(CCCC)CCCC.[F-] (n-Bu4NF). Solvent: O (water), C1CCOC1 (THF). Conditions: time 1.5 hour. Yields the product C(C)OC(C(C)(OC1=C(C=C(C=C1)OCC1(CC1)CC#C)C)C)=O (2-Methyl-2-[2-methyl-4-(1-prop-2-ynyl-cyclopropylmethoxy)-phenoxy]-propionic acid ethyl ester). As a reaction SMILES: [CH2:1]([O:3][C:4](=[O:28])[C:5]([CH3:27])([O:7][C:8]1[CH:13]=[CH:12][C:11]([O:14][CH2:15][C:16]2([CH2:19][C:20]#[C:21][Si](C)(C)C)[CH2:18][CH2:17]2)=[CH:10][C:9]=1[CH3:26])[CH3:6])[CH3:2].[N+](CCCC)(CCCC)(CCCC)CCCC.[F-]>C1COCC1.O>[CH2:1]([O:3][C:4](=[O:28])[C:5]([CH3:27])([O:7][C:8]1[CH:13]=[CH:12][C:11]([O:14][CH2:15][C:16]2([CH2:19][C:20]#[CH:21])[CH2:18][CH2:17]2)=[CH:10][C:9]=1[CH3:26])[CH3:6])[CH3:2] |f:1.2|. Procedure details: A solution of 0.201 (0.50 mmol) 2-methyl-2-{2-methyl-4-[1-(3-trimethylsilanyl-prop-2-ynyl)-cyclopropylmethoxy]-phenoxy}-propionic acid ethyl ester in 5 ml THF were treated at 0° C. with 0.55 ml (1 M solution in THF, 0.55 mmol) of n-Bu4NF and stirred for 1.5 h at this temperature. The reaction mixture was then diluted with water and extracted with ether (three times). The organic layers were washed with water, dried (Na2SO4) and evaporated to give 0.152 g of the title compound as light yellow oil... Reactants: [Al+3], CCc1cc(Br)cc(CC)c1C#N, C1CCOC1, [H-], [H-], [H-], [H-], [Li+], [Na+], [Na+], O, O, O, O, O, O, O, O, O, O, O=S(=O)([O-])[O-]. Yields the product CCc1cc(Br)cc(CC)c1CN. RXN SMILES: [Al+3:2].[Br:7][c:8]1[cH:9][c:10]([CH2:18][CH3:19])[c:11]([C:12]#[N:13])[c:14]([CH2:16][CH3:17])[cH:15]1.[CH2:37]1[O:38][CH2:39][CH2:40][CH2:41]1.[H-:1].[H-:4].[H-:5].[H-:6].[Li+:3].[Na+:35].[Na+:36].[OH2:20].[OH2:21].[OH2:22].[OH2:23].[OH2:24].[OH2:25].[OH2:26].[OH2:27].[OH2:28].[OH2:29].[S:30]([O-:31])([O-:32])(=[O:33])=[O:34]>>[Br:7][c:8]1[cH:9][c:10]([CH2:18][CH3:19])[c:11]([CH2:12][NH2:13])[c:14]([CH2:16][CH3:17])[cH:15]1. Reactants: ice water, C(=O)([O-])[O-].[Cs+].[Cs+] (Cs2CO3), CI (methyl iodide), C(=O)(OC(C)(C)C)N[C@@H](CC1=CC=C(C=C1)O)[C@@H]1CCC(O1)=O (5(S)-[1(S)-(Boc-amino)-2-(p-hydroxyphenyl)ethyl]dihydrofuran-2-(3H)-one). Run in CN(C)C=O.O1CCOCC1 (DMF dioxane). Run at time 18 hour. Yields the product C(=O)(OC(C)(C)C)N[C@@H](CC1=CC=C(C=C1)OC)[C@@H]1CCC(O1)=O (5(S)-[1(S)-(Boc-Amino)-2-(p-methoxyphenyl)ethyl]dihydrofuran-2-(3H)-one). Reaction SMILES: [C:1]([NH:8][C@H:9]([C@H:18]1[O:22][C:21](=[O:23])[CH2:20][CH2:19]1)[CH2:10][C:11]1[CH:16]=[CH:15][C:14]([OH:17])=[CH:13][CH:12]=1)([O:3][C:4]([CH3:7])([CH3:6])[CH3:5])=[O:2].[C:24]([O-])([O-])=O.[Cs+].[Cs+].CI>CN(C=O)C.O1CCOCC1>[C:1]([NH:8][C@H:9]([C@H:18]1[O:22][C:21](=[O:23])[CH2:20][CH2:19]1)[CH2:10][C:11]1[CH:16]=[CH:15][C:14]([O:17][CH3:24])=[CH:13][CH:12]=1)([O:3][C:4]([CH3:6])([CH3:7])[CH3:5])=[O:2] |f:1.2.3,5.6|. Reported procedure: A suspension of 4.00 g (12.44 mmol) of 5(S)-[1(S)-(Boc-amino)-2-(p-hydroxyphenyl)ethyl]dihydrofuran-2-(3H)-one (Example 11f)) in 240 ml of DMF/dioxane, 1:1, is reacted, under an N2 atmosphere, with 8.1 g (24.88 mmol) of Cs2CO3 and 0.77 ml (12.44 mmol) of methyl iodide. After 18 h, the reaction mixture is poured onto 190 ml of ice-water, and this mixture is extracted 3× with methylene chloride. The organic phases are washed with water and saline, dried with Na2SO4 and evaporated. Stirring with he... Reactants: CCCC[N+](CCCC)(CCCC)CCCC.[F-] (TBAF), ClC=1C=C(C(=O)O)C=CC1OC(C)C (3-chloro-4-[(1-methylethyl)oxy]benzoic acid), ON/C(/C=1C=CC=C2C(=CNC12)CCCCC(=O)OCC)=N/[H] (Ethyl 5-{7-[(E)-(hydroxyamino)(imino)methyl]-1H-indol-3-yl}pentanoate), C=1C=CC2=C(C1)N=NN2O (HOBT). Solvent: O1CCCC1 (tetrahydrofuran), C(CCl)Cl (EDC). Run at time 2 hour. Yields the product ClC=1C=C(C=CC1OC(C)C)C1=NC(=NO1)C=1C=CC=C2C(=CNC12)CCCCC(=O)OCC (Ethyl 5-[7-(5-{3-chloro-4-[(1-methylethyl)oxy]phenyl}-1,2,4-oxadiazol-3-yl)-1H-indol-3-yl]pentanoate). Yield: 19.4%. Reaction SMILES: [Cl:1][C:2]1[CH:3]=[C:4]([CH:8]=[CH:9][C:10]=1[O:11][CH:12]([CH3:14])[CH3:13])[C:5]([OH:7])=O.C1C=CC2N(O)N=NC=2C=1.O[NH:26]/[C:27](=[N:46]/[H])/[C:28]1[CH:29]=[CH:30][CH:31]=[C:32]2[C:36]=1[NH:35][CH:34]=[C:33]2[CH2:37][CH2:38][CH2:39][CH2:40][C:41]([O:43][CH2:44][CH3:45])=[O:42].CCCC[N+](CCCC)(CCCC)CCCC.[F-]>O1CCCC1.C(Cl)CCl>[Cl:1][C:2]1[CH:3]=[C:4]([C:5]2[O:7][N:46]=[C:27]([C:28]3[CH:29]=[CH:30][CH:31]=[C:32]4[C:36]=3[NH:35][CH:34]=[C:33]4[CH2:37][CH2:38][CH2:39][CH2:40][C:41]([O:43][CH2:44][CH3:45])=[O:42])[N:26]=2)[CH:8]=[CH:9][C:10]=1[O:11][CH:12]([CH3:14])[CH3:13] |f:3.4|. Procedure details: To a solution of 3-chloro-4-[(1-methylethyl)oxy]benzoic acid (279 mg) in tetrahydrofuran (40 mL) stirred at room temp was added EDC (479 mg) and HOBT (363 mg). The reaction mixture was stirred at room temperature for 2 h. Then ethyl 5-{7-[(E)-(hydroxyamino)(imino)methyl]-1H-indol-3-yl}pentanoate (D55) (390 mg) was added. The reaction mixture was stirred at 60° C. for 1 h, and then TBAF (1.0 mol/L in THF, 5 mL) was added. The reaction solution was concentrated and transferred to a microwave vesse... Reactants: C(C)(C)NC(C)C (Diisopropyl amine), IC (iodomethane), C(C)OC(C(C)N(CC)CC)=O (2-diethylaminopropionic acid ethyl ester), C(CCC)[Li] (n-butyl lithium). The solvent is C1(=CC=CC=C1)C (toluene), CCCCCC (hexane). Conditions: temperature -78 celsius, time 1 hour. The product is C(C)OC(C(C)(C)N(CC)CC)=O (α-diethylamino isobutyric acid ethyl ester). Isolated yield 454.5%. As a reaction SMILES: [CH:1](NC(C)C)(C)C.C([Li])CCC.[CH2:13]([O:15][C:16](=[O:24])[CH:17]([N:19]([CH2:22][CH3:23])[CH2:20][CH3:21])[CH3:18])[CH3:14].IC>C1(C)C=CC=CC=1.CCCCCC>[CH2:13]([O:15][C:16](=[O:24])[C:17]([N:19]([CH2:22][CH3:23])[CH2:20][CH3:21])([CH3:1])[CH3:18])[CH3:14]. Procedure: Diisopropyl amine (0.15 moles) was added to a flask and diluted with 50 mL of toluene. The resultant was cooled to −78° C. under nitrogen, and then a hexane solution of n-butyl lithium (0.13 moles) was added thereto, followed by stirring at −78° C. for 1 hour. Further, the mixture was heated to 0° C. and stirred for 1 hour. To this, 2-diethylaminopropionic acid ethyl ester (0.11 moles) was added and the resultant was further stirred for 1 hour, and iodomethane (0.23 moles) was added thereto, and... Starting materials: C1CCOC1, CON(C)C(=O)c1nc(-c2cccc(C(=O)NCc3ccccc3)c2)cnc1N. Yields the product Nc1ncc(-c2cccc(C(=O)NCc3ccccc3)c2)nc1C=O. RXN SMILES: [CH2:30]1[O:31][CH2:32][CH2:33][CH2:34]1.[NH2:1][c:2]1[c:3]([C:24](=[O:25])[N:26]([O:27][CH3:28])[CH3:29])[n:4][c:5](-[c:8]2[cH:9][c:10]([C:14](=[O:15])[NH:16][CH2:17][c:18]3[cH:19][cH:20][cH:21][cH:22][cH:23]3)[cH:11][cH:12][cH:13]2)[cH:6][n:7]1>>[NH2:1][c:2]1[c:3]([CH:24]=[O:25])[n:4][c:5](-[c:8]2[cH:9][c:10]([C:14](=[O:15])[NH:16][CH2:17][c:18]3[cH:19][cH:20][cH:21][cH:22][cH:23]3)[cH:11][cH:12][cH:13]2)[cH:6][n:7]1.